Dataset: the Open Reaction Database (ORD), a public repository of structured organic reaction records. Task: describe an organic reaction: reactants, conditions, products, and yield Reactants: methanolic solution, COC(C1=CC(=CC=C1)COC1=CC(=CC=C1)C=1N=C(N2C1C(=NC=C2)N)C2CCC2)=O (3-[3-(8-Amino-3-cyclobutyl-imidazo[1,5-a]pyrazin-1-yl)-phenoxymethyl]-benzoic acid methyl ester), [OH-].[Na+] (NaOH). The solvent is C1CCOC1 (THF). Conditions: temperature 60 celsius, time 1 hour. Yields the product NC=1C=2N(C=CN1)C(=NC2C=2C=C(OCC=1C=C(C(=O)O)C=CC1)C=CC2)C2CCC2 (3-[3-(8-Amino-3-cyclobutyl-imidazo[1,5-a]pyrazin-1-yl)-phenoxymethyl]-benzoic acid). RXN SMILES: C[O:2][C:3](=[O:32])[C:4]1[CH:9]=[CH:8][CH:7]=[C:6]([CH2:10][O:11][C:12]2[CH:17]=[CH:16][CH:15]=[C:14]([C:18]3[N:19]=[C:20]([CH:28]4[CH2:31][CH2:30][CH2:29]4)[N:21]4[CH:26]=[CH:25][N:24]=[C:23]([NH2:27])[C:22]=34)[CH:13]=2)[CH:5]=1.[OH-].[Na+]>C1COCC1>[NH2:27][C:23]1[C:22]2[N:21]([C:20]([CH:28]3[CH2:31][CH2:30][CH2:29]3)=[N:19][C:18]=2[C:14]2[CH:13]=[C:12]([CH:17]=[CH:16][CH:15]=2)[O:11][CH2:10][C:6]2[CH:5]=[C:4]([CH:9]=[CH:8][CH:7]=2)[C:3]([OH:32])=[O:2])[CH:26]=[CH:25][N:24]=1 |f:1.2|. Procedure: A 5 mL methanolic solution of 3-[3-(8-Amino-3-cyclobutyl-imidazo[1,5-a]pyrazin-1-yl)-phenoxymethyl]-benzoic acid methyl ester (600 mg, 1.40 mmol) with 5 mL THF was charged with 5 mL of 10 N NaOH and the reaction mixture was heated to 60° C. After 1 h, the reaction was allowed to cool to rt and the pH of the reaction mixture was lowered to 3-4. A white precipitate formed, which was filtered and washed with hexanes to afford the title compound as a white powder; 1H NMR (CDCl3, 400 MHz) δ 1.90-1.97... The yield is 59.3%. Procedure: A mixture of (3-nitro-6-(dicarbo-t-butoxymethyl)-2-pyridyl)acetonitrile (6.85 g, 18.2 mmol), dioxane (150 mL), and 2M sulfuric acid (25 mL) was heated at reflux for 12 hours. The resulting solution was cooled, neutralized with sodium carbonate, and extracted with ethyl acetate (3×50 mL). These extracts were combined, dried (MgSO4), and evaporated under reduced pressure to yield an oil. This oil was passed through a silica gel filter (approximately 100 g) followed by methylene chloride. This filt... Run in O1CCOCC1 (dioxane). RXN SMILES: [N+:1]([C:4]1[C:5]([CH2:25][C:26]#[N:27])=[N:6][C:7]([CH:10](C(OC(C)(C)C)=O)C(OC(C)(C)C)=O)=[CH:8][CH:9]=1)([O-:3])=[O:2].S(=O)(=O)(O)O.C(=O)([O-])[O-].[Na+].[Na+]>O1CCOCC1>[CH3:10][C:7]1[N:6]=[C:5]([CH2:25][C:26]#[N:27])[C:4]([N+:1]([O-:3])=[O:2])=[CH:9][CH:8]=1 |f:2.3.4|. Yields the product CC1=CC=C(C(=N1)CC#N)[N+](=O)[O-] ((6-methyl-3-nitro-2-pyridyl)acetonitrile). Reactants: [N+](=O)([O-])C=1C(=NC(=CC1)C(C(=O)OC(C)(C)C)C(=O)OC(C)(C)C)CC#N ((3-nitro-6-(dicarbo-t-butoxymethyl)-2-pyridyl)acetonitrile), S(O)(O)(=O)=O (sulfuric acid), C([O-])([O-])=O.[Na+].[Na+] (sodium carbonate). Starting materials: CNCC(=O)O, [Na+], O=C=Nc1ccccc1, [OH-], O. The product is CN(CC(=O)O)C(=O)Nc1ccccc1. RXN SMILES: [CH3:1][NH:2][CH2:3][C:4](=[O:5])[OH:6].[Na+:8].[O:9]=[C:10]=[N:11][c:12]1[cH:13][cH:14][cH:15][cH:16][cH:17]1.[OH-:7].[OH2:18]>>[CH3:1][N:2]([CH2:3][C:4](=[O:5])[OH:6])[C:10](=[O:9])[NH:11][c:12]1[cH:13][cH:14][cH:15][cH:16][cH:17]1. Starting materials: CCOCC, CC#N, O=C(CCl)Nc1ccncc1, O=C(OC1CN2CCC1CC2)C1(c2ccccc2)CCCCCC1. Product: O=C(C[N+]12CCC(CC1)C(OC(=O)C1(c3ccccc3)CCCCCC1)C2)Nc1ccncc1, [Cl-]. Reaction SMILES: [CH3:36][CH2:37][O:38][CH2:39][CH3:40].[CH3:41][C:42]#[N:43].[Cl:1][CH2:2][C:3](=[O:4])[NH:5][c:6]1[cH:7][cH:8][n:9][cH:10][cH:11]1.[N:12]12[CH2:13][CH:14]([O:20][C:21](=[O:22])[C:23]3([c:30]4[cH:31][cH:32][cH:33][cH:34][cH:35]4)[CH2:24][CH2:25][CH2:26][CH2:27][CH2:28][CH2:29]3)[CH:15]([CH2:16][CH2:17]1)[CH2:18][CH2:19]2>>[CH2:2]([C:3](=[O:4])[NH:5][c:6]1[cH:7][cH:8][n:9][cH:10][cH:11]1)[N+:12]12[CH2:13][CH:14]([O:20][C:21](=[O:22])[C:23]3([c:30]4[cH:31][cH:32][cH:33][cH:34][cH:35]4)[CH2:24][CH2:25][CH2:26][CH2:27][CH2:28][CH2:29]3)[CH:15]([CH2:16][CH2:17]1)[CH2:18][CH2:19]2.[Cl-:1].